This data is from the Open Reaction Database (ORD), a public repository of structured organic reaction records. The task is: describe an organic reaction: reactants, conditions, products, and yield Starting materials: CCOC(=O)CCCBr, CCOC(=O)c1ccccc1O, CN(C)C=O, [Cl-], [H-], [Na+], [Na+]. Product: CCOC(=O)CCCOc1ccccc1C(=O)OCC. Reaction SMILES: [Br:15][CH2:16][CH2:17][CH2:18][C:19](=[O:20])[O:21][CH2:22][CH3:23].[C:1]([c:2]1[c:3]([OH:4])[cH:5][cH:6][cH:7][cH:8]1)(=[O:9])[O:10][CH2:11][CH3:12].[CH3:26][N:27]([CH3:28])[CH:29]=[O:30].[Cl-:25].[H-:13].[Na+:14].[Na+:24]>>[C:1]([c:2]1[c:3]([O:4][CH2:16][CH2:17][CH2:18][C:19](=[O:20])[O:21][CH2:22][CH3:23])[cH:5][cH:6][cH:7][cH:8]1)(=[O:9])[O:10][CH2:11][CH3:12]. Reactants: [OH-].[K+] (potassium hydroxide), CCCCCC (hexane), C(CC)O (propanol), Cl.NC(C(=O)OCC)C1C2=C(C=CC3=C1C=CC=C3)C=CC=C2 (Ethyl α-amino-5H-dibenzo[a,d]cycloheptene-5-acetate, hydrochloride). The solvent is C(C)O (ethanol), O (water). The product is Cl.NC(C(=O)O)C1C2=C(C=CC3=C1C=CC=C3)C=CC=C2 (α-Amino-5H -dibenzo[a,d]-cycloheptene-5-acetic acid, hydrochloride). RXN SMILES: [ClH:1].[NH2:2][CH:3]([CH:9]1[C:15]2[CH:16]=[CH:17][CH:18]=[CH:19][C:14]=2[CH:13]=[CH:12][C:11]2[CH:20]=[CH:21][CH:22]=[CH:23][C:10]1=2)[C:4]([O:6]CC)=[O:5].[OH-].[K+].CCCCCC.C(O)CC>C(O)C.O>[ClH:1].[NH2:2][CH:3]([CH:9]1[C:10]2[CH:23]=[CH:22][CH:21]=[CH:20][C:11]=2[CH:12]=[CH:13][C:14]2[CH:19]=[CH:18][CH:17]=[CH:16][C:15]1=2)[C:4]([OH:6])=[O:5] |f:0.1,2.3,8.9|. Procedure details: Ethyl α-amino-5H-dibenzo[a,d]cycloheptene-5-acetate, hydrochloride (0.21 g, 0.6 mmol) dissolved in 10 mL of absolute ethanol is stirred with 3 mL of 1.25 M ethanolic potassium hydroxide solution until TLC (SiO2, hexane:2 propanol/3:1) shows no starting material (2 hours). The solvent is stripped and a residual solid is taken up in water and extracted with dichloromethane. The aqueous layer is acidified with 6 N hydrochloric acid to pH 1 and stripped to dryness. The residue is treated with 5 mL o... Starting materials: FC1=CC=C(C=C1)[N+](=O)[O-] (1-fluoro-4nitro-benzene), CN(CCNS(=O)(=O)CCCC)C (N-(2-dimethylamino-ethyl)-butanesulphonamide), [H-].[Na+] (sodium hydride). Product: CN(CCN(S(=O)(=O)CCCC)C1=CC=C(C=C1)[N+](=O)[O-])C (4-[N-(2-dimethylamino-ethyl)-N-(butylsulphonyl)-amino]-nitrobenzene). As a reaction SMILES: F[C:2]1[CH:7]=[CH:6][C:5]([N+:8]([O-:10])=[O:9])=[CH:4][CH:3]=1.[CH3:11][N:12]([CH3:23])[CH2:13][CH2:14][NH:15][S:16]([CH2:19][CH2:20][CH2:21][CH3:22])(=[O:18])=[O:17].[H-].[Na+]>>[CH3:11][N:12]([CH3:23])[CH2:13][CH2:14][N:15]([C:2]1[CH:7]=[CH:6][C:5]([N+:8]([O-:10])=[O:9])=[CH:4][CH:3]=1)[S:16]([CH2:19][CH2:20][CH2:21][CH3:22])(=[O:18])=[O:17] |f:2.3|. Reported procedure: Prepared from 1-fluoro-4nitro-benzene, N-(2-dimethylamino-ethyl)-butanesulphonamide and sodium hydride as base Reported procedure: Charge a mixture of 7.50 kg (26.66 mol) of 3-amino-1H-indole-2-carboxylic acid ethyl ester, 37.5L of ethanol and 37.5 L of 4M KOH to a 30-gal reactor and heat to 75° C. over 30 min. Monitor the progress of the reaction by HPLC (Column—150×3.9 mm Waters Symmetry C18, 5 micron; mobile phase—20% acetonitrile/80% 0.1% TFA in water; flow rate—1.0 mL/min; wavelength—225 nm; RT: 3-amino-1H-indole-2-carboxylic acid potassium salt—3.3 min; 3-amino-1H-indole-2-carboxylic acid ethyl ester—6.0 min). Typical... Product: [K+].N1=CC=C(C=C1)NC1=C(NC2=CC=CC=C12)C(=O)[O-] (3-(4-Pyridinylamino)-1H-indole-2-carboxylic acid potassium salt). The reactants are C(C)OC(=O)C=1NC2=CC=CC=C2C1N (3-amino-1H-indole-2-carboxylic acid ethyl ester), C(C)O (ethanol), [OH-].[K+] (KOH), [K+].NC1=C(NC2=CC=CC=C12)C(=O)[O-] (3-amino-1H-indole-2-carboxylic acid potassium salt), C(C)OC(=O)C=1NC2=CC=CC=C2C1N (3-amino-1H-indole-2-carboxylic acid ethyl ester). Run at temperature 75 celsius, time 3 hour. Yield: 140.0%. Solvent: O (water), C(C)#N (acetonitrile). RXN SMILES: C([O:3][C:4]([C:6]1[NH:7][C:8]2[C:13]([C:14]=1[NH2:15])=[CH:12][CH:11]=[CH:10][CH:9]=2)=[O:5])C.C(O)C.[OH-].[K+:20].[K+].NC1[C:31]2[C:26](=C[CH:28]=[CH:29][CH:30]=2)[NH:25]C=1C([O-])=O>O.C(#N)C>[K+:20].[N:25]1[CH:26]=[CH:31][C:30]([NH:15][C:14]2[C:13]3[C:8](=[CH:9][CH:10]=[CH:11][CH:12]=3)[NH:7][C:6]=2[C:4]([O-:3])=[O:5])=[CH:29][CH:28]=1 |f:2.3,4.5,8.9|. RXN SMILES: [CH3:1][C:2]([Si:3]([CH3:4])([CH3:5])[O:6][CH2:7][CH:8]([CH:9]1[CH2:10][CH:11]=[C:12]2[C:13]3=[C:23]([C:21]4([CH3:22])[CH:16]([CH2:15][CH2:14]3)[C:17]([CH3:34])([CH3:35])[CH:18]([O:28][CH:29]([CH3:30])[O:31][CH2:32][CH3:33])[CH2:19][CH2:20]4)[CH2:24][CH2:25][C:26]12[CH3:27])[CH3:36])([CH3:37])[CH3:38].[CH3:40][CH2:41][CH2:42][CH2:43][N+:44]([CH2:45][CH2:46][CH2:47][CH3:48])([CH2:49][CH2:50][CH2:51][CH3:52])[CH2:53][CH2:54][CH2:55][CH3:56].[F-:39].[O:58]1[CH2:59][CH2:60][CH2:61][CH2:62]1.[OH2:57]>>[OH:6][CH2:7][CH:8]([CH:9]1[CH2:10][CH:11]=[C:12]2[C:13]3=[C:23]([C:21]4([CH3:22])[CH:16]([CH2:15][CH2:14]3)[C:17]([CH3:34])([CH3:35])[CH:18]([O:28][CH:29]([CH3:30])[O:31][CH2:32][CH3:33])[CH2:19][CH2:20]4)[CH2:24][CH2:25][C:26]12[CH3:27])[CH3:36]. The product is CCOC(C)OC1CCC2(C)C3=C(CCC2C1(C)C)C1=CCC(C(C)CO)C1(C)CC3. The reactants are CCOC(C)OC1CCC2(C)C3=C(CCC2C1(C)C)C1=CCC(C(C)CO[Si](C)(C)C(C)(C)C)C1(C)CC3, CCCC[N+](CCCC)(CCCC)CCCC, [F-], C1CCOC1, O. Starting materials: C(C)O/C=C/C(=O)Cl ((E)-3-ethoxy-acrylic acid chloride), BrC1=CC=C(N)C=C1 (4-bromoaniline), O (water). Run in N1=CC=CC=C1 (pyridine). Reaction conditions: temperature 0 celsius, time 1 hour. Yields the product BrC1=CC=C(C=C1)NC(\C=C\OCC)=O ((E)-N-(4-bromo-phenyl)-3-ethoxy-acrylamide). As a reaction SMILES: [Br:1][C:2]1[CH:8]=[CH:7][C:5]([NH2:6])=[CH:4][CH:3]=1.[CH2:9]([O:11]/[CH:12]=[CH:13]/[C:14](Cl)=[O:15])[CH3:10].O>N1C=CC=CC=1>[Br:1][C:2]1[CH:8]=[CH:7][C:5]([NH:6][C:14](=[O:15])/[CH:13]=[CH:12]/[O:11][CH2:9][CH3:10])=[CH:4][CH:3]=1. Reported procedure: 26.63 g (0.155 mol) of 4-bromoaniline are dissolved in 120 ml of pyridine and 23.14 g (0.172 mol) (E)-3-ethoxy-acrylic acid chloride are added dropwise at a temperature between 0° C. and 5° C. and the mixture is stirred for one hour at 0° C. Then the reaction mixture is allowed to warm up to RT and stirred for 14 h. The reaction mixture is combined with water, the precipitate formed is filtered off and washed with water. The solid is dried at 65° C. in the drying cupboard. Reactants: suspension, [OH-].[Na+] (NaOH), [H-].[Na+] (NaH), NC1=CC(=NN1C1=C(C=CC=C1)F)C(=O)OCC (ethyl 5-amino-1-(2-fluoro-phenyl)-1H-pyrazole-3-carboxylate). Solvent: O1CCOCC1 (dioxane). Yields the product C1(=CC=CC=C1)N1N=C(C=C1NC(=O)NC1=CC=CC=C1)C(=O)O (1-Phenyl-5-(3-phenyl-ureido)-1H-pyrazole-3-carboxylic acid). Reported procedure: 145.3 mg (3.63 mmol, 1.2 Eq) of a 60% suspension of NaH in mineral oil are suspended in 25 ml of dioxane, 700 mg (3.03 mmol) of ethyl 5-amino-1-(2-fluoro-phenyl)-1H-pyrazole-3-carboxylate are added and the resulting mixture is stirred for 10 minutes at RT: Then phenylisocanate (360.6 mg, 3.03 mmol, 1 Eq) is added and the resulting mixture is heated to 80° C. for 5 hours. After cooling 7 ml of 1M NaOH are added and the resulting mixture is stirred overnight at RT. The solvent is evaporated in vac... The yield is 26.0%. Conditions: time 10 minute. As a reaction SMILES: [H-].[Na+].[NH2:3][C:4]1[N:8]([C:9]2[CH:14]=[CH:13][CH:12]=[CH:11][C:10]=2F)[N:7]=[C:6]([C:16]([O:18]CC)=[O:17])[CH:5]=1.[OH-:21].[Na+]>O1CCOCC1>[C:9]1([N:8]2[C:4]([NH:3][C:4]([NH:8][C:9]3[CH:14]=[CH:13][CH:12]=[CH:11][CH:10]=3)=[O:21])=[CH:5][C:6]([C:16]([OH:18])=[O:17])=[N:7]2)[CH:10]=[CH:11][CH:12]=[CH:13][CH:14]=1 |f:0.1,3.4|. The reactants are COC1=CC2=C(NC(=N2)S(=O)CC2=NC=C(C(=C2C)OC)C)C=C1 (5-methoxy-2-[(4-methoxy-3,5-dimethyl-2-pyridyl)methyl]sulfinyl- 1H-benzimidazole), ClC=1C=C(C(=O)OO)C=CC1 (3-chloroperoxybenzoic acid), N1=C(C=CC=C1)CS(=O)C=1NC2=C(N1)C=CC=C2 (2-(2-pyridylmethylsulfinyl)benzimidazole), N1=C(C=CC=C1)CSC=1NC2=C(N1)C=CC=C2 (2-(2-pyridylmethylthio)benzimidazole). Solvent: C(Cl)(Cl)Cl (chloroform). Reaction conditions: temperature 5 celsius. Product: ClC=1C=C(C(=O)O)C=CC1 (3-chlorobenzoic acid). Reaction SMILES: COC1C=CC2NC(S(CC3C(C)=C(OC)C(C)=CN=3)=O)=NC=2C=1.N1C=CC=CC=1CS(C1NC2C=CC=CC=2N=1)=O.N1C=CC=CC=1CSC1NC2C=CC=CC=2N=1.[Cl:60][C:61]1[CH:62]=[C:63]([CH:68]=[CH:69][CH:70]=1)[C:64]([O:66]O)=[O:65]>C(Cl)(Cl)Cl>[Cl:60][C:61]1[CH:62]=[C:63]([CH:68]=[CH:69][CH:70]=1)[C:64]([OH:66])=[O:65]. Reported procedure: 5-methoxy-2-[(4-methoxy-3,5-dimethyl-2-pyridyl)methyl]sulfinyl- 1H-benzimidazole (omeprazole) was disclosed for the first time in U.S. Pat. No. 4,255,431. In the process of preparing 2-(2-pyridylmethylsulfinyl)benzimidazole compounds there is mentioned an oxidation of corresponding 2-(2-pyridylmethylthio)benzimidazole compounds with 3-chloroperoxybenzoic acid in a chloroform solution under stirring and cooling at a temperature under 5° C. 3-chlorobenzoic acid formed is then filtered off, the fil...